Dataset: the Open Reaction Database (ORD), a public repository of structured organic reaction records. Task: describe an organic reaction: reactants, conditions, products, and yield Reactants: C(=O)(O)[O-].[Na+] (NaHCO3), ClC1=CC(=CC=C1)C(=O)OO (3-chloroperbenzoic acid), ice, C1(=CC=CC=C1)C1=NC=CC=C1 (2-phenylpyridine). Solvent: C(Cl)Cl (DCM). Run at time 4 hour. Yields the product C1(=CC=CC=C1)C1=[N+](C=CC=C1)[O-] (2-phenyl-pyridine 1-oxide). Yield: 79.5%. RXN SMILES: ClC1C=CC=C(C(OO)=[O:9])C=1.[C:12]1([C:18]2[CH:23]=[CH:22][CH:21]=[CH:20][N:19]=2)[CH:17]=[CH:16][CH:15]=[CH:14][CH:13]=1.C([O-])(O)=O.[Na+]>C(Cl)Cl>[C:12]1([C:18]2[CH:23]=[CH:22][CH:21]=[CH:20][N+:19]=2[O-:9])[CH:13]=[CH:14][CH:15]=[CH:16][CH:17]=1 |f:2.3|. Procedure details: 3-chloroperbenzoic acid (19 g) was added portionwise to an ice-cold solution of 2-phenylpyridine (10 g) in DCM (30 ml). The mixture was allowed to warm to RT and was stirred at RT for 4 h. 100 ml of a NaHCO3 solution were added to the reaction mixture and the phases were separated. The aq. phase was further extracted with DCM and the combined org. phases were washed with an aq. NaHSO3 (40%) solution and evaporated off. Recrystallisation (EA) afforded 8.77 g of the desired compound. Reactants: ClC1=NC2=CC=C(C=C2N=C1N(C)C(C)C)C(=O)OC (methyl 2-chloro-3-(isopropyl(methyl)amino)quinoxaline-6-carboxylate), CN1N=CC2=CC=C(C=C12)B(O)O (1-methyl-1H-indazol-6-ylboronic acid), [O-]P(=O)([O-])[O-].[K+].[K+].[K+] (K3PO4). The reagents and catalysts are C=1C=CC(=CC1)[P](C=2C=CC=CC2)(C=3C=CC=CC3)[Pd]([P](C=4C=CC=CC4)(C=5C=CC=CC5)C=6C=CC=CC6)([P](C=7C=CC=CC7)(C=8C=CC=CC8)C=9C=CC=CC9)[P](C=1C=CC=CC1)(C=1C=CC=CC1)C=1C=CC=CC1 (Pd(PPh3)4). The solvent is ClCCl (dichloromethane), O1CCOCC1 (dioxane). Run at temperature 90 celsius, time 20 minute. Product: C(C)(C)N(C=1C(=NC2=CC=C(C=C2N1)C(=O)OC)C1=CC=C2C=NN(C2=C1)C)C (methyl 3-(isopropyl(methyl)amino)-2-(1-methyl-1H-indazol-6-yl)quinoxaline-6-carboxylate). Isolated yield 29.5%. As a reaction SMILES: Cl[C:2]1[C:11]([N:12]([CH:14]([CH3:16])[CH3:15])[CH3:13])=[N:10][C:9]2[C:4](=[CH:5][CH:6]=[C:7]([C:17]([O:19][CH3:20])=[O:18])[CH:8]=2)[N:3]=1.[CH3:21][N:22]1[C:30]2[C:25](=[CH:26][CH:27]=[C:28](B(O)O)[CH:29]=2)[CH:24]=[N:23]1.[O-]P([O-])([O-])=O.[K+].[K+].[K+]>O1CCOCC1.ClCCl.C1C=CC([P]([Pd]([P](C2C=CC=CC=2)(C2C=CC=CC=2)C2C=CC=CC=2)([P](C2C=CC=CC=2)(C2C=CC=CC=2)C2C=CC=CC=2)[P](C2C=CC=CC=2)(C2C=CC=CC=2)C2C=CC=CC=2)(C2C=CC=CC=2)C2C=CC=CC=2)=CC=1>[CH:14]([N:12]([CH3:13])[C:11]1[C:2]([C:28]2[CH:29]=[C:30]3[C:25]([CH:24]=[N:23][N:22]3[CH3:21])=[CH:26][CH:27]=2)=[N:3][C:4]2[C:9]([N:10]=1)=[CH:8][C:7]([C:17]([O:19][CH3:20])=[O:18])=[CH:6][CH:5]=2)([CH3:16])[CH3:15] |f:2.3.4.5,^1:54,56,75,94|. Procedure details: To a solution of methyl 2-chloro-3-(isopropyl(methyl)amino)quinoxaline-6-carboxylate (Scheme I, 180.0 mg, 0.61 mmol) in dioxane (1 mL) was added 1-methyl-1H-indazol-6-ylboronic acid (276.0 mg, 1.57 mmol), K3PO4 (391.2 mg, 1.85 mmol), and Pd(PPh3)4 (35.0 mg, 0.03 mmol) under nitrogen atmosphere. After stirring 20 min at 90° C., the reaction mixture was dissolved in dichloromethane (30 mL), washed with water (3×20 mL), dried over anhydrous magnesium sulfate and concentrated under reduced pressure ... Reactants: NCC1=NC2=CC=CC=C2C(=N1)N(C)C1=CC=C(C=C1)OC ((2-aminomethyl-quinazolin-4-yl)-(4-methoxy-phenyl)-methyl-amine), C1(CCC(=O)O1)=O (succinic anhydride). Run in C(Cl)Cl (CH2Cl2). The product is COC1=CC=C(C=C1)N(C1=NC(=NC2=CC=CC=C12)CNC(CCC(=O)O)=O)C (N-{4-[(4-Methoxy-phenyl)-methyl-amino]-quinazolin-2-ylmethyl}-succinamic acid). As a reaction SMILES: [NH2:1][CH2:2][C:3]1[N:12]=[C:11]([N:13]([C:15]2[CH:20]=[CH:19][C:18]([O:21][CH3:22])=[CH:17][CH:16]=2)[CH3:14])[C:10]2[C:5](=[CH:6][CH:7]=[CH:8][CH:9]=2)[N:4]=1.[C:23]1(=[O:29])[O:28][C:26](=[O:27])[CH2:25][CH2:24]1>C(Cl)Cl>[CH3:22][O:21][C:18]1[CH:17]=[CH:16][C:15]([N:13]([CH3:14])[C:11]2[C:10]3[C:5](=[CH:6][CH:7]=[CH:8][CH:9]=3)[N:4]=[C:3]([CH2:2][NH:1][C:23](=[O:29])[CH2:24][CH2:25][C:26]([OH:28])=[O:27])[N:12]=2)=[CH:20][CH:19]=1. Procedure: A solution of (2-aminomethyl-quinazolin-4-yl)-(4-methoxy-phenyl)-methyl-amine (76 mg, 0.25 mmol) and succinic anhydride (25 mg, 0.25 mmol) was stirred overnight in CH2Cl2 (1 mL). Solvent removal yielded the title compound. 1H NMR (CDCl3) δ 7.80-7.75 (m, 1H), 7.61 (ddd, 1H), 7.23-7.17 (m, 2H), 7.08-6.98 (m, 4H), 4.57 (s, 2H), 3.84 (s, 3H), 3.64 (s, 3H), 2.68-2.62 (m, 4H); HRMS (ES) m/z calcd for C21H23N4O4 395.1714, found 395.1737. Reactants: IC(C)C (2-Iodopropane), C([O-])([O-])=O.[K+].[K+] (potassium carbonate), CC1=NNC(=C1CC1=C(C2=C(N(C(N(C2=O)C)=O)CC(C)C)S1)C(=O)N1OC[C@H](C1)O)C (6-[(3,5-dimethyl-1H-pyrazol-4-yl)methyl]-5-[(4S)-4-hydroxyisoxazolidin-2-ylcarbonyl]-1-(isobutyl)-3-methylthieno[2,3-d]pyrimidine-2,4(1H,3H)-dione), IC(C)C (2-iodopropane), C([O-])([O-])=O.[K+].[K+] (potassium carbonate). Solvent: CN(C=O)C (dimethylformamide), O (water). Run at temperature 100 celsius, time 2 hour. The product is O[C@H]1CN(OC1)C(=O)C1=C(SC=2N(C(N(C(C21)=O)C)=O)CC(C)C)CC=2C(=NN(C2C)C(C)C)C (5-[(4S)-4-Hydroxyisoxazolidin-2-ylcarbonyl]-1-(isobutyl)-6-[1-isopropyl-3,5-dimethyl-1H-pyrazol-4-ylmethyl]-3-methylthieno[2,3-d]pyrimidine-2,4(1H,3H)-dione). Reaction SMILES: I[CH:2]([CH3:4])[CH3:3].C(=O)([O-])[O-].[K+].[K+].[CH3:11][C:12]1[C:16]([CH2:17][C:18]2[S:33][C:21]3[N:22]([CH2:29][CH:30]([CH3:32])[CH3:31])[C:23](=[O:28])[N:24]([CH3:27])[C:25](=[O:26])[C:20]=3[C:19]=2[C:34]([N:36]2[CH2:40][C@H:39]([OH:41])[CH2:38][O:37]2)=[O:35])=[C:15]([CH3:42])[NH:14][N:13]=1>CN(C)C=O.O>[OH:41][C@@H:39]1[CH2:38][O:37][N:36]([C:34]([C:19]2[C:20]3[C:25](=[O:26])[N:24]([CH3:27])[C:23](=[O:28])[N:22]([CH2:29][CH:30]([CH3:32])[CH3:31])[C:21]=3[S:33][C:18]=2[CH2:17][C:16]2[C:15]([CH3:42])=[N:14][N:13]([CH:2]([CH3:4])[CH3:3])[C:12]=2[CH3:11])=[O:35])[CH2:40]1 |f:1.2.3|. Procedure details: 2-Iodopropane (0.1 ml) and potassium carbonate (100 mg) were added to a solution of 6-[(3,5-dimethyl-1H-pyrazol-4-yl)methyl]-5-[(4S)-4-hydroxyisoxazolidin-2-ylcarbonyl]-1-(isobutyl)-3-methylthieno[2,3-d]pyrimidine-2,4(1H,3H)-dione (example 11, 100 mg) in dimethylformamide (1 ml) and the mixture stirred at 100° C. After 2 hours, further 2-iodopropane (0.2 ml) and potassium carbonate (200 mg) were added. After a further 16 hours, the mixture was cooled to room temperature, diluted with water (20 m... Starting materials: Cl.NO (hydroxylamine hydrochloride), C[O-].[Na+] (sodium methoxide), BrC=1C=CC2=C(C=C(S2)CC#N)C1 (5-bromo-2-benzthiophenylacetonitrile). The solvent is CO (MeOH). Run at time 15 minute. Yields the product ON=C(CC=1SC2=C(C1)C=C(C=C2)Br)N (N'-Hydroxy-(5-bromo-2-benzthiophenyl)ethanimidamide). Isolated yield 50.1%. Reaction SMILES: Cl.[NH2:2][OH:3].C[O-].[Na+].[Br:7][C:8]1[CH:9]=[CH:10][C:11]2[S:15][C:14]([CH2:16][C:17]#[N:18])=[CH:13][C:12]=2[CH:19]=1>CO>[OH:3][N:2]=[C:17]([NH2:18])[CH2:16][C:14]1[S:15][C:11]2[CH:10]=[CH:9][C:8]([Br:7])=[CH:19][C:12]=2[CH:13]=1 |f:0.1,2.3|. Procedure details: To a stirred solution of hydroxylamine hydrochloride (3.86 g, 0.056 mol) in MeOH (100 mL) was added sodium methoxide (25 wt % in MeOH, 10.33 g, 0.056 mol). Stirring was continued for 15 minutes and 5-bromo-2-benzthiophenylacetonitrile (7.0 g, 0.028 mol) was added. The resulting mixture was refluxed for 2 days, cooled, and concentrated. The residue was diluted with H2O. The solid was collected by filtration, purified by column chromatography (eluant: EtOAc/hexane, 2:3) to give 4.0 g (50%) of prod... Starting materials: FC(F)(F)Oc1ccc(Br)cc1, CC(C)(C)OC(=O)N1CCC(C=O)CC1, C1CCOC1, [Li]CCCC. The product is CC(C)(C)OC(=O)N1CCC(C(O)c2ccc(OC(F)(F)F)cc2)CC1. RXN SMILES: [Br:1][c:2]1[cH:3][cH:4][c:5]([O:8][C:9]([F:10])([F:11])[F:12])[cH:6][cH:7]1.[C:18]([CH3:19])([CH3:20])([CH3:21])[O:22][C:23](=[O:24])[N:25]1[CH2:26][CH2:27][CH:28]([CH:31]=[O:32])[CH2:29][CH2:30]1.[CH2:33]1[O:34][CH2:35][CH2:36][CH2:37]1.[CH3:13][CH2:14][CH2:15][CH2:16][Li:17]>>[c:2]1([CH:31]([CH:28]2[CH2:27][CH2:26][N:25]([C:23]([O:22][C:18]([CH3:19])([CH3:20])[CH3:21])=[O:24])[CH2:30][CH2:29]2)[OH:32])[cH:3][cH:4][c:5]([O:8][C:9]([F:10])([F:11])[F:12])[cH:6][cH:7]1. The reactants are [Al+3], COc1c(C)cc(C)cc1CCC(=O)O, [Cl-], [Cl-], [Cl-], O, O=S(Cl)Cl. The product is COc1c(C)cc(C)c2c1CCC2=O. Reaction SMILES: [Al+3:17].[CH3:1][O:2][c:3]1[c:4]([CH2:11][CH2:12][C:13](=[O:14])[OH:15])[cH:5][c:6]([CH3:10])[cH:7][c:8]1[CH3:9].[Cl-:16].[Cl-:18].[Cl-:19].[OH2:24].[S:20]([Cl:21])([Cl:22])=[O:23]>>[CH3:1][O:2][c:3]1[c:4]2[c:5]([c:6]([CH3:10])[cH:7][c:8]1[CH3:9])[C:13](=[O:15])[CH2:12][CH2:11]2. Starting materials: CN1CCN(S(=O)(=O)Cl)CC1, Nc1ccc2nc(NC3CCc4ccccc43)ccc2c1. Yields the product CN1CCN(S(=O)(=O)Nc2ccc3nc(NC4CCc5ccccc54)ccc3c2)CC1. As a reaction SMILES: [CH3:1][N:2]1[CH2:3][CH2:4][N:5]([S:8](=[O:9])(=[O:10])[Cl:11])[CH2:6][CH2:7]1.[CH:12]1([NH:21][c:22]2[n:23][c:24]3[cH:25][cH:26][c:27]([NH2:32])[cH:28][c:29]3[cH:30][cH:31]2)[CH2:13][CH2:14][c:15]2[cH:16][cH:17][cH:18][cH:19][c:20]21>>[CH3:1][N:2]1[CH2:3][CH2:4][N:5]([S:8](=[O:9])(=[O:10])[NH:32][c:27]2[cH:26][cH:25][c:24]3[n:23][c:22]([NH:21][CH:12]4[CH2:13][CH2:14][c:15]5[cH:16][cH:17][cH:18][cH:19][c:20]54)[cH:31][cH:30][c:29]3[cH:28]2)[CH2:6][CH2:7]1.